describe an organic reaction: reactants, conditions, products, and yield From a dataset of the Open Reaction Database (ORD), a public repository of structured organic reaction records. The reactants are CC(C)(C)OO, Clc1ccccc1, Cc1cc(C)c(C(O)P(=O)(c2ccccc2)c2ccccc2)c(C)c1Cl. The product is Cc1cc(C)c(C(=O)P(=O)(c2ccccc2)c2ccccc2)c(C)c1Cl. Reaction SMILES: [C:27]([O:28][OH:29])([CH3:30])([CH3:31])[CH3:32].[Cl:33][c:34]1[cH:35][cH:36][cH:37][cH:38][cH:39]1.[OH:1][CH:2]([c:3]1[c:4]([CH3:12])[c:5]([Cl:11])[c:6]([CH3:10])[cH:7][c:8]1[CH3:9])[P:13]([c:14]1[cH:15][cH:16][cH:17][cH:18][cH:19]1)([c:20]1[cH:21][cH:22][cH:23][cH:24][cH:25]1)=[O:26]>>[O:1]=[C:2]([c:3]1[c:4]([CH3:12])[c:5]([Cl:11])[c:6]([CH3:10])[cH:7][c:8]1[CH3:9])[P:13]([c:14]1[cH:15][cH:16][cH:17][cH:18][cH:19]1)([c:20]1[cH:21][cH:22][cH:23][cH:24][cH:25]1)=[O:26]. Reactants: CC1(C(CC(CC1)=O)=O)C (4,4-Dimethyl-1,3-cyclohexanedione), FC=1C=C(C=O)C=CC1C(F)(F)F (3-fluoro-4-trifluoromethylbenzaldehyde), NC1=NNC=C1 (3-aminopyrazole). Product: FC=1C=C(C=CC1C(F)(F)F)C1N2C(NC=3CCC(C(C13)=O)(C)C)=CC=N2 (9-[3-Fluoro-4-(trifluoromethyl)phenyl]-7,7-dimethyl-5,6,7,9-tetrahydropyrazolo[5,1-b]quinazolin-8(4H)-one). As a reaction SMILES: [CH3:1][C:2]1([CH3:10])[CH2:7][CH2:6][C:5](=O)[CH2:4][C:3]1=[O:9].[F:11][C:12]1[CH:13]=[C:14]([CH:17]=[CH:18][C:19]=1[C:20]([F:23])([F:22])[F:21])[CH:15]=O.[NH2:24][C:25]1[CH:29]=[CH:28][NH:27][N:26]=1>>[F:11][C:12]1[CH:13]=[C:14]([CH:15]2[C:4]3[C:3](=[O:9])[C:2]([CH3:10])([CH3:1])[CH2:7][CH2:6][C:5]=3[NH:24][C:25]3=[CH:29][CH:28]=[N:27][N:26]23)[CH:17]=[CH:18][C:19]=1[C:20]([F:23])([F:22])[F:21]. Reported procedure: 4,4-Dimethyl-1,3-cyclohexanedione, 3-fluoro-4-trifluoromethylbenzaldehyde and 3-aminopyrazole were processed as described in General Procedure A to provide the title compound. The reactants are BrCCBr, CC(C)(C)OC(=O)N1CCC(I)CC1, Cn1c(I)nc2c(N3CCOCC3)nc(Cl)nc21, [Cu]I, [Zn]. The product is Cn1c(C2CCN(C(=O)OC(C)(C)C)CC2)nc2c(N3CCOCC3)nc(Cl)nc21. Reaction SMILES: [Br:1][CH2:2][CH2:3][Br:4].[C:5]([CH3:6])([CH3:7])([CH3:8])[O:9][C:10](=[O:11])[N:12]1[CH2:13][CH2:14][CH:15]([I:18])[CH2:16][CH2:17]1.[Cl:19][c:20]1[n:21][c:22]([N:31]2[CH2:32][CH2:33][O:34][CH2:35][CH2:36]2)[c:23]2[n:24][c:25]([I:30])[n:26]([CH3:29])[c:27]2[n:28]1.[Cu:38][I:39].[Zn:37]>>[C:5]([CH3:6])([CH3:7])([CH3:8])[O:9][C:10](=[O:11])[N:12]1[CH2:13][CH2:14][CH:15]([c:25]2[n:24][c:23]3[c:22]([N:31]4[CH2:32][CH2:33][O:34][CH2:35][CH2:36]4)[n:21][c:20]([Cl:19])[n:28][c:27]3[n:26]2[CH3:29])[CH2:16][CH2:17]1. The reactants are N1CCC(CC1)CCO (4-piperidineethanol), C1CCOC1 (THF), C(C)(C)N(CC)C(C)C (diisopropylethylamine), ClC(=O)OCC1=CC=CC=C1 (benzyl chloroformate). The solvent is C(C)(=O)OCC (ethyl acetate). Yields the product C(=O)(OCC1=CC=CC=C1)N1CCC(CC1)CCO (N-Cbz-4-piperidineethanol). Reaction SMILES: [NH:1]1[CH2:6][CH2:5][CH:4]([CH2:7][CH2:8][OH:9])[CH2:3][CH2:2]1.C1COCC1.C(N(C(C)C)CC)(C)C.Cl[C:25]([O:27][CH2:28][C:29]1[CH:34]=[CH:33][CH:32]=[CH:31][CH:30]=1)=[O:26]>C(OCC)(=O)C>[C:25]([N:1]1[CH2:6][CH2:5][CH:4]([CH2:7][CH2:8][OH:9])[CH2:3][CH2:2]1)([O:27][CH2:28][C:29]1[CH:34]=[CH:33][CH:32]=[CH:31][CH:30]=1)=[O:26]. Reported procedure: To a stirred solution of 4-piperidineethanol 8 (15 g, 0.12 mol), THF (500 mL), and diisopropylethylamine (40.5 mL, 0.23 mol) at 0° C. was added benzyl chloroformate (16.5 mL, 0.12 mmol). After 1 h at 0° C. the reaction mixture was diluted with ethyl acetate and then washed with H2O (2×), 10% KHSO4, and brine, dried (MgSO4), and concentrated to give 112 as a colorless oil. TLC Rf=0.60 (ethyl acetate); 1H NMR (300 MHz, CDCl3) δ 7.35 (m, 5H), 5.13 (s, 2H), 4.18 (m, 2H), 3.70 (q, J=7 Hz, 2H), 2.80 (... The reactants are C1CCC2=NCCCN2CC1, ClCCl, O=Nc1ccccc1, CC(C=O)c1ccccc1. Product: CC(C(=O)N(O)c1ccccc1)c1ccccc1. RXN SMILES: [CH2:1]1[CH2:2][CH2:3][C:4]2=[N:9][CH2:8][CH2:7][CH2:6][N:5]2[CH2:10][CH2:11]1.[Cl:30][CH2:31][Cl:32].[O:22]=[N:23][c:24]1[cH:25][cH:26][cH:27][cH:28][cH:29]1.[c:12]1([CH:18]([CH:19]=[O:20])[CH3:21])[cH:13][cH:14][cH:15][cH:16][cH:17]1>>[c:12]1([CH:18]([C:19](=[O:20])[N:23]([OH:22])[c:24]2[cH:25][cH:26][cH:27][cH:28][cH:29]2)[CH3:21])[cH:13][cH:14][cH:15][cH:16][cH:17]1. Starting materials: CCCN1CCCC1CNC(=O)c1c(OC)ccc(Br)c1OC, CC(C)=O, CO, Cl. The product is CCCN1CCCC1CNC(=O)c1c(O)ccc(Br)c1OC, Cl. RXN SMILES: [CH2:1]([CH2:2][CH3:3])[N:4]1[CH:5]([CH2:9][NH:10][C:11]([c:12]2[c:13]([O:21][CH3:22])[c:14]([Br:20])[cH:15][cH:16][c:17]2[O:18][CH3:19])=[O:23])[CH2:6][CH2:7][CH2:8]1.[CH3:25][C:26](=[O:27])[CH3:28].[CH3:29][OH:30].[ClH:24]>>[CH2:1]([CH2:2][CH3:3])[N:4]1[CH:5]([CH2:9][NH:10][C:11]([c:12]2[c:13]([O:21][CH3:22])[c:14]([Br:20])[cH:15][cH:16][c:17]2[OH:18])=[O:23])[CH2:6][CH2:7][CH2:8]1.[ClH:24]. Reactants: [BH3-]C#N, C1CCOC1, CC(=O)[O-], CO, CC(=O)O, CC(=O)CC1OCCc2ccccc21, [NH4+], [Na+]. Yields the product CC(N)CC1OCCc2ccccc21. RXN SMILES: [C:22](#[N:23])[BH3-:24].[CH2:30]1[O:31][CH2:32][CH2:33][CH2:34]1.[CH3:16][C:17](=[O:18])[O-:19].[CH3:20][OH:21].[CH3:26][C:27](=[O:28])[OH:29].[CH:1]1([CH2:11][C:12]([CH3:13])=[O:14])[O:2][CH2:3][CH2:4][c:5]2[cH:6][cH:7][cH:8][cH:9][c:10]21.[NH4+:15].[Na+:25]>>[CH:1]1([CH2:11][CH:12]([CH3:13])[NH2:23])[O:2][CH2:3][CH2:4][c:5]2[cH:6][cH:7][cH:8][cH:9][c:10]21. Reactants: ClC=1N(C(C=CC1C(=O)OC)=O)C (methyl 2-chloro-1-methyl-6-oxo-1,6-dihydropyridine-3-carboxylate), FC1=C(C=CC(=C1)SC)N (2-fluoro-4-(methylthio)benzenamine). Yields the product FC1=C(C=CC(=C1)SC)NC=1N(C(C=CC1C(=O)OC)=O)C (Methyl 2-(2-fluoro-4-(methylthio)phenylamino)-1-methyl-6-oxo-1,6-dihydropyridine-3-carboxylate). As a reaction SMILES: Cl[C:2]1[N:3]([CH3:13])[C:4](=[O:12])[CH:5]=[CH:6][C:7]=1[C:8]([O:10][CH3:11])=[O:9].[F:14][C:15]1[CH:20]=[C:19]([S:21][CH3:22])[CH:18]=[CH:17][C:16]=1[NH2:23]>>[F:14][C:15]1[CH:20]=[C:19]([S:21][CH3:22])[CH:18]=[CH:17][C:16]=1[NH:23][C:2]1[N:3]([CH3:13])[C:4](=[O:12])[CH:5]=[CH:6][C:7]=1[C:8]([O:10][CH3:11])=[O:9]. Procedure details: Methyl 2-(2-fluoro-4-(methylthio)phenylamino)-1-methyl-6-oxo-1,6-dihydropyridine-3-carboxylate was prepared from methyl 2-chloro-1-methyl-6-oxo-1,6-dihydropyridine-3-carboxylate and 2-fluoro-4-(methylthio)benzenamine as described in Step C of Example 153.